From a dataset of the Open Reaction Database (ORD), a public repository of structured organic reaction records. describe an organic reaction: reactants, conditions, products, and yield Reactants: N(NC(=O)OC1CC(N(C(C1)(C)C)OC)(C)C)C(=O)OC1CC(N(C(C1)(C)C)OC)(C)C (bis(1-methoxy-2,2,6,6-tetramethylpiperidin-4-yl) hydrazine-1,2-dicarboxylate), C(C)(=O)O.C(C)(=O)O.IC1=CC=CC=C1 (iodobenzene diacetate). Solvent: C(Cl)Cl (methylene chloride). Conditions: time 50 minute. The product is N(=NC(=O)OC1CC(N(C(C1)(C)C)OC)(C)C)C(=O)OC1CC(N(C(C1)(C)C)OC)(C)C (Bis(1-methoxy-2,2,6,6-tetramethylpiperidin-4-yl) Azodicarboxylate). The yield is 113.9%. As a reaction SMILES: [NH:1]([C:18]([O:20][CH:21]1[CH2:26][C:25]([CH3:28])([CH3:27])[N:24]([O:29][CH3:30])[C:23]([CH3:32])([CH3:31])[CH2:22]1)=[O:19])[NH:2][C:3]([O:5][CH:6]1[CH2:11][C:10]([CH3:13])([CH3:12])[N:9]([O:14][CH3:15])[C:8]([CH3:17])([CH3:16])[CH2:7]1)=[O:4].C(O)(=O)C.C(O)(=O)C.IC1C=CC=CC=1>C(Cl)Cl>[N:2]([C:3]([O:5][CH:6]1[CH2:11][C:10]([CH3:13])([CH3:12])[N:9]([O:14][CH3:15])[C:8]([CH3:17])([CH3:16])[CH2:7]1)=[O:4])=[N:1][C:18]([O:20][CH:21]1[CH2:22][C:23]([CH3:31])([CH3:32])[N:24]([O:29][CH3:30])[C:25]([CH3:28])([CH3:27])[CH2:26]1)=[O:19] |f:1.2.3|. Reported procedure: To a solution of 8.2 g of bis(1-methoxy-2,2,6,6-tetramethylpiperidin-4-yl) hydrazine-1,2-dicarboxylate, as prepared in Example 1, in 100 mL of methylene chloride is added 6.3 g of iodobenzene diacetate in one portion at room temperature. After stirring at room temperature for 50 minutes, the solution is washed with a 10% solution of sodium carbonate and then with brine, and dried over anhydrous magnesium sulfate. The dried solution is then evaporated to leave 9.3 g of the desired product. Recrys... The reactants are C(C1=CC=CC=C1)OC(=O)NCCSCC[C@H](NC(CCC1=CC=CC=C1)C(=O)O)C(=O)N1CC2=CC=CC=C2C[C@H]1C(=O)OCC (ethyl N-[S-(2-benzyloxycarbonylaminoethyl)-N-(1-carboxy-3-phenylpropyl)-L-homocysteinyl]-1,2,3,4-tetrahydroisoquinoline-3-(S)-carboxylate), Br (hydrogen bromide). The solvent is C(C)(=O)O (acetic acid). Yields the product NCCSCC[C@H](NC(CCC1=CC=CC=C1)C(=O)O)C(=O)N1CC2=CC=CC=C2C[C@H]1C(=O)O (N-[S-(2-aminoethyl)-N-(1-carboxy-3-phenylpropyl)-L-homocysteinyl]-1,2,3,4-tetrahydroisoquinoline-3-(S)-carboxylic acid). Isolated yield 25.0%. Reaction SMILES: C(OC([NH:11][CH2:12][CH2:13][S:14][CH2:15][CH2:16][C@@H:17]([C:31]([N:33]1[C@H:42]([C:43]([O:45]CC)=[O:44])[CH2:41][C:40]2[C:35](=[CH:36][CH:37]=[CH:38][CH:39]=2)[CH2:34]1)=[O:32])[NH:18][CH:19]([C:28]([OH:30])=[O:29])[CH2:20][CH2:21][C:22]1[CH:27]=[CH:26][CH:25]=[CH:24][CH:23]=1)=O)C1C=CC=CC=1.Br>C(O)(=O)C>[NH2:11][CH2:12][CH2:13][S:14][CH2:15][CH2:16][C@@H:17]([C:31]([N:33]1[C@H:42]([C:43]([OH:45])=[O:44])[CH2:41][C:40]2[C:35](=[CH:36][CH:37]=[CH:38][CH:39]=2)[CH2:34]1)=[O:32])[NH:18][CH:19]([C:28]([OH:30])=[O:29])[CH2:20][CH2:21][C:22]1[CH:27]=[CH:26][CH:25]=[CH:24][CH:23]=1. Procedure details: Compound 3 was then hydrolyzed with 30% hydrogen bromide in glacial acetic acid. After purification over LH-20 with methanol, 0.054 g. (25%) of N-[S-(2-aminoethyl)-N-(1-carboxy-3-phenylpropyl)-L-homocysteinyl]-1,2,3,4-tetrahydroisoquinoline-3-(S)-carboxylic acid was obtained; a white solid after freeze drying; nmr (CO3OD): δ2.1-2.25 (m, 4H, aromatic CH2CH2 --, --SCH2CH2CH<), 2.7-2.9 (m, 8H, aromatic CH2CH2 --, aromatic CH2CH<--CH2S--CH2 --), 3.0-3.25 (m, 2H, --SCH2CH2NH2), 3.32 (S, 2H, aromatic ... Reactants: FC(OC1=CC=C(C=C1)O)F (4-difluoromethoxyphenol), C(CCCCCC)[Si]1(CCC(CC1)C(=O)O)C1=CC=CC=C1 (4-n-heptyl-4-phenyl-4-silacyclohexanecarboxylic acid). Product: C(CCCCCC)[Si@@H]1CC[C@H](CC1)C(=O)OC1=CC=C(C=C1)OC(F)F ((4-difluoromethoxyphenyl) trans-4-n-heptyl-4-silacyclohexanecarboxylate). As a reaction SMILES: [F:1][CH:2]([F:11])[O:3][C:4]1[CH:9]=[CH:8][C:7]([OH:10])=[CH:6][CH:5]=1.[CH2:12]([Si:19]1(C2C=CC=CC=2)[CH2:24][CH2:23][CH:22]([C:25](O)=[O:26])[CH2:21][CH2:20]1)[CH2:13][CH2:14][CH2:15][CH2:16][CH2:17][CH3:18]>>[CH2:12]([Si@H:19]1[CH2:20][CH2:21][C@H:22]([C:25]([O:10][C:7]2[CH:6]=[CH:5][C:4]([O:3][CH:2]([F:11])[F:1])=[CH:9][CH:8]=2)=[O:26])[CH2:23][CH2:24]1)[CH2:13][CH2:14][CH2:15][CH2:16][CH2:17][CH3:18]. Procedure details: The general procedure of Example 3 was repeated using 4-difluoromethoxyphenol and 4-n-heptyl-4-phenyl-4-silacyclohexanecarboxylic acid, thereby obtaining the intended product. The reactants are C(C)(=O)SC\C(\C(=O)O)=C/C1=CC=C(C=C1)C(F)(F)F ((Z)-2-acetylthiomethyl-3-(4-trifluoromethylphenyl)propenoic acid), NCCC(=O)OCC1=CC=CC=C1 (benzyl β-alaninate). Yields the product O=C(/C(=C/C1=CC=C(C=C1)C(F)(F)F)/CSC(C)=O)NCCC(=O)OCC1=CC=CC=C1 (benzyl N-(Z)-[1-oxo-2-(acetylthiomethyl)-3-(4-trifluoromethylphenyl)propenyl]-β-alaninate). As a reaction SMILES: [C:1]([S:4][CH2:5]/[C:6](=[CH:10]\[C:11]1[CH:16]=[CH:15][C:14]([C:17]([F:20])([F:19])[F:18])=[CH:13][CH:12]=1)/[C:7]([OH:9])=O)(=[O:3])[CH3:2].[NH2:21][CH2:22][CH2:23][C:24]([O:26][CH2:27][C:28]1[CH:33]=[CH:32][CH:31]=[CH:30][CH:29]=1)=[O:25]>>[O:9]=[C:7]([NH:21][CH2:22][CH2:23][C:24]([O:26][CH2:27][C:28]1[CH:33]=[CH:32][CH:31]=[CH:30][CH:29]=1)=[O:25])/[C:6](/[CH2:5][S:4][C:1](=[O:3])[CH3:2])=[CH:10]/[C:11]1[CH:16]=[CH:15][C:14]([C:17]([F:20])([F:19])[F:18])=[CH:13][CH:12]=1. Reported procedure: The (Z)-2-acetylthiomethyl-3-(4-trifluoromethylphenyl)propenoic acid obtained in step C is coupled with benzyl β-alaninate according to the experimental procedure described in Example 1 (step D). Starting materials: C(C)C1C(CC(C(C(OC(C2CCCCN2C(C(C2(C(CC(C(C(CC(CC(=C1)C)C)OC)O2)OC)C)O)=O)=O)=O)C(=CC2CC(C(CC2)OC)O[Si](C)(C)C(C)(C)C)C)C)O[Si](C(C)C)(C(C)C)C(C)C)=O (17-ethyl-1-hydroxy-14-triisopropylsilyloxy-12-[2'-(3"-t-butyldimethylsilyloxy-4"-methoxycyclohexyl)-1'-methylvinyl]-23,25-dimethoxy-13,19,21,27-tetramethyl-11,28-dioxa-4-azatricyclo[22.3.1.04,9 ]octacos-18-ene-2,3,10,16-tetraone). Solvent: CO (methanol). Yields the product C(C)C1C(CC(C(C(OC(C2CCCCN2C(C(C2(C(CC(C(C(CC(CC(=C1)C)C)OC)O2)OC)C)O)=O)=O)=O)C(=CC2CC(C(CC2)OC)O)C)C)O[Si](C(C)C)(C(C)C)C(C)C)=O (17-ethyl-1-hydroxy-14-triisopropylsilyloxy-12-[2'-(3"-hydroxy-4"-methoxycyclohexyl)-1'-methylvinyl]-23,25-dimethoxy-13,19,21,27-tetramethyl-11,28-dioxa-4-azatricyclo[22.3.1.04,9] octacos-18-ene-2,3,10,16-tetraone). As a reaction SMILES: [CH2:1]([CH:3]1[CH:29]=[C:28]([CH3:30])[CH2:27][CH:26]([CH3:31])[CH2:25][CH:24]([O:32][CH3:33])[CH:23]2[O:34][C:19]([OH:38])([CH:20]([CH3:37])[CH2:21][CH:22]2[O:35][CH3:36])[C:18](=[O:39])[C:17](=[O:40])[N:16]2[CH:11]([CH2:12][CH2:13][CH2:14][CH2:15]2)[C:10](=[O:41])[O:9][CH:8]([C:42]([CH3:60])=[CH:43][CH:44]2[CH2:49][CH2:48][CH:47]([O:50][CH3:51])[CH:46]([O:52][Si](C(C)(C)C)(C)C)[CH2:45]2)[CH:7]([CH3:61])[CH:6]([O:62][Si:63]([CH:70]([CH3:72])[CH3:71])([CH:67]([CH3:69])[CH3:68])[CH:64]([CH3:66])[CH3:65])[CH2:5][C:4]1=[O:73])[CH3:2]>CO>[CH2:1]([CH:3]1[CH:29]=[C:28]([CH3:30])[CH2:27][CH:26]([CH3:31])[CH2:25][CH:24]([O:32][CH3:33])[CH:23]2[O:34][C:19]([OH:38])([CH:20]([CH3:37])[CH2:21][CH:22]2[O:35][CH3:36])[C:18](=[O:39])[C:17](=[O:40])[N:16]2[CH:11]([CH2:12][CH2:13][CH2:14][CH2:15]2)[C:10](=[O:41])[O:9][CH:8]([C:42]([CH3:60])=[CH:43][CH:44]2[CH2:49][CH2:48][CH:47]([O:50][CH3:51])[CH:46]([OH:52])[CH2:45]2)[CH:7]([CH3:61])[CH:6]([O:62][Si:63]([CH:64]([CH3:66])[CH3:65])([CH:70]([CH3:72])[CH3:71])[CH:67]([CH3:69])[CH3:68])[CH2:5][C:4]1=[O:73])[CH3:2]. Procedure: A solution of 17-ethyl-1-hydroxy-14-triisopropylsilyloxy-12-[2'-(3"-t-butyldimethylsilyloxy-4"-methoxycyclohexyl)-1'-methylvinyl]-23,25-dimethoxy-13,19,21,27-tetramethyl-11,28-dioxa-4-azatricyclo[22.3.1.04,9 ]octacos-18-ene-2,3,10,16-tetraone is treated with p-toluenesulfonic in methanol as in Example 67 to yield 17-ethyl-1-hydroxy-14-triisopropylsilyloxy-12-[2'-(3"-hydroxy-4"-methoxycyclohexyl)-1'-methylvinyl]-23,25-dimethoxy-13,19,21,27-tetramethyl-11,28-dioxa-4-azatricyclo[22.3.1.04,9] octaco... Starting materials: C1(CC1)C1=C(C=C(C(=C1)CO)OCC)C1=CC=C(C=C1)F ((2-cyclopropyl-5-ethoxy-4′-fluorobiphenyl-4-yl)methanol). The reagents and catalysts are [O-2].[O-2].[Mn+4] (Manganese dioxide). The solvent is C1(=CC=CC=C1)C (toluene). Run at temperature 60 celsius, time 1 hour. Product: C1(CC1)C1=C(C=C(C(=C1)C=O)OCC)C1=CC=C(C=C1)F (2-Cyclopropyl-5-ethoxy-4′-fluorobiphenyl-4-carbaldehyde). The yield is 83.1%. Reaction SMILES: [CH:1]1([C:4]2[CH:9]=[C:8]([CH2:10][OH:11])[C:7]([O:12][CH2:13][CH3:14])=[CH:6][C:5]=2[C:15]2[CH:20]=[CH:19][C:18]([F:21])=[CH:17][CH:16]=2)[CH2:3][CH2:2]1>[O-2].[O-2].[Mn+4].C1(C)C=CC=CC=1>[CH:1]1([C:4]2[CH:9]=[C:8]([CH:10]=[O:11])[C:7]([O:12][CH2:13][CH3:14])=[CH:6][C:5]=2[C:15]2[CH:16]=[CH:17][C:18]([F:21])=[CH:19][CH:20]=2)[CH2:3][CH2:2]1 |f:1.2.3|. Procedure details: Manganese dioxide (17.2 g) was added to a toluene (30 mL) solution of (2-cyclopropyl-5-ethoxy-4′-fluorobiphenyl-4-yl)methanol (5.65 g), and the mixture was stirred at 60° C. for 1 hour in a nitrogen atmosphere. The reaction mixture was filtered, and then, the solvent was distilled off under reduced pressure. The obtained residue was purified by silica gel column chromatography (hexane/ethyl acetate) to obtain the title compound (4.66 g). Reactants: O=C(CCC(=O)O)NCCCN1C(CCC1)=O (4-oxo-4-[3-(2-oxo-1-pyrrolidinyl)propylamino]butyric acid), N1[C@H](CO)CCC1 (L-prolinol), C=1C=CC2=C(C1)N=NN2O (HOBt), C1CCC(CC1)N=C=NC2CCCCC2 (DCC). Run in CN(C)C=O (DMF). Run at time 3 hour. The product is O=C(CCC(=O)N1[C@H](CO)CCC1)NCCCN1C(CCC1)=O (N-{4-oxo-4-[3-(2-oxo-1-pyrrolidinyl)propylamino]butanoyl}-L-prolinol). The yield is 55.2%. As a reaction SMILES: [O:1]=[C:2]([NH:8][CH2:9][CH2:10][CH2:11][N:12]1[CH2:16][CH2:15][CH2:14][C:13]1=[O:17])[CH2:3][CH2:4][C:5]([OH:7])=O.[NH:18]1[CH2:24][CH2:23][CH2:22][C@H:19]1[CH2:20][OH:21].C1C=CC2N(O)N=NC=2C=1.C1CCC(N=C=NC2CCCCC2)CC1>CN(C=O)C>[O:1]=[C:2]([NH:8][CH2:9][CH2:10][CH2:11][N:12]1[CH2:16][CH2:15][CH2:14][C:13]1=[O:17])[CH2:3][CH2:4][C:5]([N:18]1[CH2:24][CH2:23][CH2:22][C@H:19]1[CH2:20][OH:21])=[O:7]. Reported procedure: To a solution of 4-oxo-4-[3-(2-oxo-1-pyrrolidinyl)propylamino]butyric acid (255 mg) and L-prolinol (118 mg) in DMF (5 ml) were added HOBt (157 mg) and DCC (249 mg) at -25° C. and the mixture was stirred at a temperature of -25°-0° C. for 3 hours. After 15 hours' stirring at room temperature, the precipitated dicyclohexylurea was filtered off, and the filtrate was concentrated. The residue was treated in the same manner as in Example 10-B) to give 189 mg of N-{4-oxo-4-[3-(2-oxo-1-pyrrolidinyl)pro...